describe an organic reaction: reactants, conditions, products, and yield From a dataset of the Open Reaction Database (ORD), a public repository of structured organic reaction records. Starting materials: IC (iodomethane), COC1=CC=C(C=C1)C1=CN(C2=CC=NC(=C2C1=O)NC1=CC=CC=C1)CC (3-(4-Methoxyphenyl)-1,4-dihydro-1-ethyl-4-oxo-5-phenylamino-1,6-naphthyridine), 3-(4-chlorophenyl)-1,4-dihydro-4-oxo-5-(2-phenethylamino)-1,6-naphthyridine, COC1=CC=C(C=C1)C1=CNC2=CC=NC(=C2C1=O)NC1=CC=CC=C1 (3-(4-methoxyphenyl)-1,4-dihydro-4-oxo-5-phenylamino-1,6-naphthyridine), ICC (iodoethane). The product is C(C)OC1=CC=C(C=C1)C1=CN(C2=CC=NC(=C2C1=O)NC=1C=NC=CC1)C (3-(4-Ethoxyphenyl)-1,4-dihydro-1-methyl-4-oxo-5-(3-pyridylamino)-1,6-naphthyridine). Reaction SMILES: [CH3:1][O:2][C:3]1[CH:8]=[CH:7][C:6]([C:9]2[C:18](=[O:19])[C:17]3[C:12](=[CH:13][CH:14]=[N:15][C:16]=3[NH:20][C:21]3C=CC=C[CH:22]=3)[N:11]([CH2:27]C)[CH:10]=2)=[CH:5][CH:4]=1.COC1C=CC(C2C(=O)C3C(=CC=NC=3NC3C=CC=CC=3)[NH:39][CH:38]=2)=CC=1.I[CH3:56].I[CH2:58][CH3:59]>>[CH2:1]([O:2][C:3]1[CH:4]=[CH:5][C:6]([C:9]2[C:18](=[O:19])[C:17]3[C:12](=[CH:13][CH:14]=[N:15][C:16]=3[NH:20][C:21]3[CH:22]=[N:39][CH:38]=[CH:58][CH:59]=3)[N:11]([CH3:27])[CH:10]=2)=[CH:7][CH:8]=1)[CH3:56]. Procedure: 3-(4-Methoxyphenyl)-1,4-dihydro-1-ethyl-4-oxo-5-phenylamino-1,6-naphthyridine The title compound was prepared as described in Example 2 above except that 3-(4-chlorophenyl)-1,4-dihydro-4-oxo-5-(2-phenethylamino)-1,6-naphthyridine was replaced with 3-(4-methoxyphenyl)-1,4-dihydro-4-oxo-5-phenylamino-1,6-naphthyridine and iodomethane was replaced with iodoethane. MS 372 (M+1)+.